Dataset: the Open Reaction Database (ORD), a public repository of structured organic reaction records. Task: describe an organic reaction: reactants, conditions, products, and yield Reactants: FC1=CC=C(C=C1)C=1OC2=C(C1C(NC)=O)C=C(C(=C2)N(S(=O)(=O)C)C)C2=CC=C(C(=N2)C(=O)N[C@H](C)C2=CC=C(C=C2)F)O ((R)-6-(2-(4-fluorophenyl)-3-(methylcarbamoyl)-6-(N-methylmethylsulfonamido)benzofuran-5-yl)-N-(1-(4-fluorophenyl)ethyl)-3-hydroxypicolinamide), O1COCOC1 (1,3,5-trioxane), OS(=O)(=O)O (H2SO4), S(=O)(=O)([O-])[O-].[Na+].[Na+] (sodium sulfate), [OH-].[Na+] (NaOH). The solvent is ClCCCl (1,2-dichloroethane). Yields the product FC1=CC=C(C=C1)C=1OC2=C(C1C(=O)NC)C=C(C(=C2)N(S(=O)(=O)C)C)C=2C=CC1=C(C(N(CO1)[C@H](C)C1=CC=C(C=C1)F)=O)N2 ((R)-2-(4-fluorophenyl)-5-(3-(1-(4-fluorophenyl)ethyl)-4-oxo-3,4-dihydro-2H-pyrido[2,3-e][1,3]oxazin-6-yl)-N-methyl-6-(N-methylmethylsulfonamido)benzofuran-3-carboxamide). Isolated yield 20.2%. RXN SMILES: [F:1][C:2]1[CH:7]=[CH:6][C:5]([C:8]2[O:9][C:10]3[CH:20]=[C:19]([N:21]([CH3:26])[S:22]([CH3:25])(=[O:24])=[O:23])[C:18]([C:27]4[N:32]=[C:31]([C:33]([NH:35][C@@H:36]([C:38]5[CH:43]=[CH:42][C:41]([F:44])=[CH:40][CH:39]=5)[CH3:37])=[O:34])[C:30]([OH:45])=[CH:29][CH:28]=4)=[CH:17][C:11]=3[C:12]=2[C:13](=[O:16])[NH:14][CH3:15])=[CH:4][CH:3]=1.O1COCO[CH2:47]1.OS(O)(=O)=O.S([O-])([O-])(=O)=O.[Na+].[Na+].[OH-].[Na+]>ClCCCl>[F:1][C:2]1[CH:7]=[CH:6][C:5]([C:8]2[O:9][C:10]3[CH:20]=[C:19]([N:21]([CH3:26])[S:22]([CH3:25])(=[O:24])=[O:23])[C:18]([C:27]4[CH:28]=[CH:29][C:30]5[O:45][CH2:47][N:35]([C@@H:36]([C:38]6[CH:43]=[CH:42][C:41]([F:44])=[CH:40][CH:39]=6)[CH3:37])[C:33](=[O:34])[C:31]=5[N:32]=4)=[CH:17][C:11]=3[C:12]=2[C:13]([NH:14][CH3:15])=[O:16])=[CH:4][CH:3]=1 |f:3.4.5,6.7|. Procedure: (R)-6-(2-(4-fluorophenyl)-3-(methylcarbamoyl)-6-(N-methylmethylsulfonamido)benzofuran-5-yl)-N-(1-(4-fluorophenyl)ethyl)-3-hydroxypicolinamide (80 mg, 0.13 mmol), 1,3,5-trioxane (114 mg, 1.26 mmol), H2SO4 (20 μl, 0.38 mmol) and sodium sulfate (159 mg, 1.26 mmol) in 1,2-dichloroethane (5 ml) were sealed in a tube. The mixture was microwaved at 80° C. for 1 h. 1N NaOH (10 ml) was added and the mixture extracted with ethyl acetate, dried over Na2SO4, filtered and concentrated in vacuo. Preparative T... Starting materials: [N+](=O)([O-])C1=CC=C(C=C1)CC(=O)O (p-Nitrophenylacetic acid), C[N+](=CCl)C.[Cl-] (Vilsmeier reagent). Yields the product CN(C=C(C=O)C1=CC=C(C=C1)[N+](=O)[O-])C (3-(dimethylamino)-2-(4-nitrophenyl)-2-propenal). As a reaction SMILES: [N+:1]([C:4]1[CH:9]=[CH:8][C:7]([CH2:10][C:11]([OH:13])=O)=[CH:6][CH:5]=1)([O-:3])=[O:2].[CH3:14][N+:15]([CH3:18])=[CH:16]Cl.[Cl-]>>[CH3:14][N:15]([CH3:18])[CH:16]=[C:10]([C:7]1[CH:6]=[CH:5][C:4]([N+:1]([O-:3])=[O:2])=[CH:9][CH:8]=1)[CH:11]=[O:13] |f:1.2|. Reported procedure: p-Nitrophenylacetic acid is treated with Vilsmeier reagent to give 3-(dimethylamino)-2-(4-nitrophenyl)-2-propenal. This product is treated with cyanoacetiamide and sodium methoxide to give 1,2-dihydro-5-(4-nitrophenyl)-2-oxo-3-pyridinecarbonitrile. The preceding product is hydrolyzed with 1:1 concentrated hydrochloric acid-acetic acid to give 1,2-dihydro-5-(4-nitrophenyl)-2-oxo-3-pyridinecarboxylic acid. The above product is boiled with quinoline to give 5-(4-nitrophenyl)-2(1H)-pyridone. When th... Reactants: [Br-], CC[Mg+], C1CCOC1, O=C1C(Cl)=C(Cl)C(=O)C(Cl)=C1Cl, O=[N+]([O-])c1ccc2nc[nH]c2c1. The product is CCc1c([N+](=O)[O-])ccc2nc[nH]c12. As a reaction SMILES: [Br-:13].[CH2:14]([CH3:15])[Mg+:16].[CH2:29]1[O:30][CH2:31][CH2:32][CH2:33]1.[Cl:17][C:18]1=[C:27]([Cl:28])[C:25](=[O:26])[C:23]([Cl:24])=[C:21]([Cl:22])[C:19]1=[O:20].[N+:1](=[O:2])([O-:3])[c:4]1[cH:5][c:6]2[c:7]([n:8][cH:9][nH:10]2)[cH:11][cH:12]1>>[N+:1](=[O:2])([O-:3])[c:4]1[c:5]([CH2:14][CH3:15])[c:6]2[c:7]([n:8][cH:9][nH:10]2)[cH:11][cH:12]1.